This data is from the Open Reaction Database (ORD), a public repository of structured organic reaction records. The task is: describe an organic reaction: reactants, conditions, products, and yield Reactants: COC(=O)CCC(Cl)C(=O)O, O=S(Cl)Cl. Product: COC(=O)CCC(Cl)C(=O)Cl. As a reaction SMILES: [Cl:1][CH:2]([C:3](=[O:4])[OH:5])[CH2:6][CH2:7][C:8](=[O:9])[O:10][CH3:11].[S:12]([Cl:13])([Cl:14])=[O:15]>>[Cl:1][CH:2]([C:3](=[O:4])[Cl:14])[CH2:6][CH2:7][C:8](=[O:9])[O:10][CH3:11]. The reactants are CCCC(C(=O)OC)c1c(C)nc2cc(C(C)(C)C)nn2c1-c1ccc(C)cc1, CCOC(C)=O, O=C1CCC(=O)N1Cl, ClCCl. The product is CCCC(C(=O)OC)c1c(C)nc2c(Cl)c(C(C)(C)C)nn2c1-c1ccc(C)cc1. RXN SMILES: [C:1]([CH3:2])([CH3:3])([CH3:4])[c:5]1[n:6][n:7]2[c:8]([n:9][c:10]([CH3:28])[c:11]([CH:20]([C:21](=[O:22])[O:23][CH3:24])[CH2:25][CH2:26][CH3:27])[c:12]2-[c:13]2[cH:14][cH:15][c:16]([CH3:19])[cH:17][cH:18]2)[cH:29]1.[CH3:38][CH2:39][O:40][C:41](=[O:42])[CH3:43].[Cl:30][N:31]1[C:32](=[O:33])[CH2:34][CH2:35][C:36]1=[O:37].[Cl:44][CH2:45][Cl:46]>>[C:1]([CH3:2])([CH3:3])([CH3:4])[c:5]1[n:6][n:7]2[c:8]([n:9][c:10]([CH3:28])[c:11]([CH:20]([C:21](=[O:22])[O:23][CH3:24])[CH2:25][CH2:26][CH3:27])[c:12]2-[c:13]2[cH:14][cH:15][c:16]([CH3:19])[cH:17][cH:18]2)[c:29]1[Cl:30]. Starting materials: [Mg] (magnesium), Grignard reagent, BrC1CC2=CC=CC=C2C1 (2-bromoindane), N1(CCCCC1)NC(C(OCC)OCC)=O (diethoxyacetic acid piperidinyl amide), [Mg] (magnesium), S(O)(O)(=O)=O (sulfuric acid). The solvent is C(C)OCC (diethylether), C(C)OCC (diethylether), C(C)OCC (diethylether). Reaction conditions: time 2 hour. Product: C(C)OC(C=O)(C1CC2=CC=CC=C2C1)OCC (2,3-Dihydro-1H-inden-2-yl glyoxal diethyl acetal). As a reaction SMILES: [Mg].Br[CH:3]1[CH2:11][C:10]2[C:5](=[CH:6][CH:7]=[CH:8][CH:9]=2)[CH2:4]1.N1(N[C:19](=[O:27])[CH:20]([O:24][CH2:25][CH3:26])[O:21][CH2:22][CH3:23])CCCCC1.S(=O)(=O)(O)O>C(OCC)C>[CH2:22]([O:21][C:20]([O:24][CH2:25][CH3:26])([CH:3]1[CH2:11][C:10]2[C:5](=[CH:6][CH:7]=[CH:8][CH:9]=2)[CH2:4]1)[CH:19]=[O:27])[CH3:23]. Procedure details: 0.73 g of magnesium turnings are covered with 90 ml of dry diethylether. To that mixture is then added 6 g of 2-bromoindane in 20 ml of dry diethylether at such a rate that a gentle boiling is maintained. When the magnesium turnings have reacted the solution containing the Grignard reagent is cooled to room temperature. The reaction mixture is then added dropwise, over a period of 3 hours, to a cooled (0°-5° C. solution of diethoxyacetic acid piperidinyl amide (6.4 g) in 20 ml of dry diethylethe... Starting materials: S(=S)(=O)([O-])[O-].[Na+].[Na+] (sodium thiosulfate), BrCCC1=CC=C(C=C1)NCC(=O)N(C)C (2-[[4-(2-bromoethyl)phenyl]-amino]-N,N-dimethylacetamide), Cl (hydrochloric acid), ClN1C(CCC1=O)=O (N-chloro-succinimide). The solvent is O (water), C(C)#N (acetonitrile), O (water). Reaction conditions: time 1 hour. Yields the product BrCCC1=CC(=C(C(=C1)Cl)NCC(=O)N(C)C)Cl (2-[[4-(2-bromoethyl)-2,6-dichlorophenyl]amino]-N,N-dimethylacetamide). Reaction SMILES: [Br:1][CH2:2][CH2:3][C:4]1[CH:9]=[CH:8][C:7]([NH:10][CH2:11][C:12]([N:14]([CH3:16])[CH3:15])=[O:13])=[CH:6][CH:5]=1.[ClH:17].[Cl:18]N1C(=O)CCC1=O.S([O-])([O-])(=O)=S.[Na+].[Na+]>C(#N)C.O>[Br:1][CH2:2][CH2:3][C:4]1[CH:9]=[C:8]([Cl:17])[C:7]([NH:10][CH2:11][C:12]([N:14]([CH3:15])[CH3:16])=[O:13])=[C:6]([Cl:18])[CH:5]=1 |f:3.4.5|. Procedure details: To a stirred solution of 2-[[4-(2-bromoethyl)phenyl]-amino]-N,N-dimethylacetamide (1.13 g) in acetonitrile (11.3 ml) were added concentrated hydrochloric acid (331 μl) and N-chloro-succinimide (1.06 g) under ice-cooling, and the mixture was stirred for 1 hour. A solution of sodium thiosulfate (1.26 g) in water (20 ml) was added to the reaction mixture, and the resulting mixture was stirred for 30 minutes under ice-cooling. The reaction mixture was diluted with water and extracted with ethyl acet... The reactants are Cn1nc(C(C)(C)C)cc1NC(=O)Nc1cc(F)cc(OC2CCNCC2)c1, O=C([O-])O, CS(C)=O, CCOC(C)=O, CCN(C(C)C)C(C)C, [Na+], NC(=O)Oc1ccccc1. Product: Cn1nc(C(C)(C)C)cc1NC(=O)Nc1cc(F)cc(OC2CCN(C(N)=O)CC2)c1. Reaction SMILES: [C:1]([CH3:2])([CH3:3])([CH3:4])[c:5]1[cH:6][c:7]([NH:11][C:12](=[O:13])[NH:14][c:15]2[cH:16][c:17]([F:28])[cH:18][c:19]([O:21][CH:22]3[CH2:23][CH2:24][NH:25][CH2:26][CH2:27]3)[cH:20]2)[n:8]([CH3:10])[n:9]1.[C:48](=[O:49])([OH:50])[O-:51].[CH3:53][S:54]([CH3:55])=[O:56].[CH3:57][CH2:58][O:59][C:60](=[O:61])[CH3:62].[CH:39]([N:40]([CH2:41][CH3:42])[CH:43]([CH3:44])[CH3:45])([CH3:46])[CH3:47].[Na+:52].[c:29]1([O:35][C:36](=[O:30])[NH2:37])[cH:31][cH:32][cH:33][cH:34][cH:38]1>>[C:1]([CH3:2])([CH3:3])([CH3:4])[c:5]1[cH:6][c:7]([NH:11][C:12](=[O:13])[NH:14][c:15]2[cH:16][c:17]([F:28])[cH:18][c:19]([O:21][CH:22]3[CH2:23][CH2:24][N:25]([C:36](=[O:35])[NH2:37])[CH2:26][CH2:27]3)[cH:20]2)[n:8]([CH3:10])[n:9]1.